Dataset: the Open Reaction Database (ORD), a public repository of structured organic reaction records. Task: describe an organic reaction: reactants, conditions, products, and yield Starting materials: CCN=C=S, CCO, CCOC(C)=O, CCOC(=O)c1cccc(N)c1NCc1ccc(-c2ccccc2C#N)cc1. The product is CCNC(=S)Nc1cccc(C(=O)OCC)c1NCc1ccc(-c2ccccc2C#N)cc1. RXN SMILES: [CH2:29]([CH3:30])[N:31]=[C:32]=[S:33].[CH3:34][CH2:35][OH:36].[CH3:37][CH2:38][O:39][C:40](=[O:41])[CH3:42].[NH2:1][c:2]1[c:3]([NH:13][CH2:14][c:15]2[cH:16][cH:17][c:18](-[c:21]3[c:22]([C:27]#[N:28])[cH:23][cH:24][cH:25][cH:26]3)[cH:19][cH:20]2)[c:4]([C:5](=[O:6])[O:7][CH2:8][CH3:9])[cH:10][cH:11][cH:12]1>>[NH:1]([c:2]1[c:3]([NH:13][CH2:14][c:15]2[cH:16][cH:17][c:18](-[c:21]3[c:22]([C:27]#[N:28])[cH:23][cH:24][cH:25][cH:26]3)[cH:19][cH:20]2)[c:4]([C:5](=[O:6])[O:7][CH2:8][CH3:9])[cH:10][cH:11][cH:12]1)[C:32]([NH:31][CH2:29][CH3:30])=[S:33]. Starting materials: O1CCN(CC1)C(=O)N[C@@H](CC1=CC=CC=C1)C(=O)O.COC([C@@H](N)CCC)=O (N-(Morpholinocarbonyl)-L-phenylalanine L-norvaline methyl ester), C([O-])([O-])=O.[K+].[K+] (potassium carbonate). Solvent: CO (methanol), O (water). Conditions: time 60 hour. Yields the product O1CCN(CC1)C(=O)N[C@@H](CC1=CC=CC=C1)C(=O)O.N[C@@H](CCC)C(=O)O (N-(Morpholinocarbonyl)-L-phenylalanine L-norvaline). Isolated yield 76.8%. Reaction SMILES: [O:1]1[CH2:6][CH2:5][N:4]([C:7]([NH:9][C@H:10]([C:18]([OH:20])=[O:19])[CH2:11][C:12]2[CH:17]=[CH:16][CH:15]=[CH:14][CH:13]=2)=[O:8])[CH2:3][CH2:2]1.C[O:22][C:23](=[O:29])[C@H:24]([CH2:26][CH2:27][CH3:28])[NH2:25].C(=O)([O-])[O-].[K+].[K+]>CO.O>[O:1]1[CH2:6][CH2:5][N:4]([C:7]([NH:9][C@H:10]([C:18]([OH:20])=[O:19])[CH2:11][C:12]2[CH:13]=[CH:14][CH:15]=[CH:16][CH:17]=2)=[O:8])[CH2:3][CH2:2]1.[NH2:25][C@H:24]([C:23]([OH:29])=[O:22])[CH2:26][CH2:27][CH3:28] |f:0.1,2.3.4,7.8|. Procedure: To a solution of 0.62 g N-(Morpholinocarbonyl)-L-phenylalanine-L-norvaline methyl ester in 40 mL methanol and 20 mL water was added 1.2 g potassium carbonate. The resulting mixture was stirred at ambient temperature for 60 h, afterwhich it was concentrated in vacuo to an aqueous solution and washed (3×50 mL) ether. The aqueous phase was acidified with 10 mL 4N hydrochloric acid solution and was extracted (3×25 mL) with methylene chloride. The combined extracts were dried over magnesium sulfate, ...